This data is from the Open Reaction Database (ORD), a public repository of structured organic reaction records. The task is: describe an organic reaction: reactants, conditions, products, and yield Conditions: temperature 120 celsius. RXN SMILES: [N+:1]([C:4]1[CH:9]=[CH:8][C:7]([NH:10][NH2:11])=[CH:6][CH:5]=1)([O-:3])=[O:2].[C:12]1(=O)[O:18][C:16](=[O:17])[CH2:15][CH2:14][CH2:13]1.C(OC(=O)C)(=O)C.C([O-])(=O)C>O1CCCC1.C(N(CC)CC)C>[N+:1]([C:4]1[CH:5]=[CH:6][C:7]([NH:10][N:11]2[C:16](=[O:17])[CH2:15][CH2:14][CH2:13][C:12]2=[O:18])=[CH:8][CH:9]=1)([O-:3])=[O:2]. Product: [N+](=O)([O-])C1=CC=C(NN2C(CCCC2=O)=O)C=C1 (N-p-Nitroanilinoglutarimide). Reactants: [N+](=O)([O-])C1=CC=C(C=C1)NN (p-nitrophenylhydrazine), C1(CCCC(=O)O1)=O (glutaric anhydride), C(C)(=O)OC(C)=O (acetic anhydride), C(C)(=O)[O-] (acetate), amide-acid, imide. Solvent: O1CCCC1 (THF), C(C)N(CC)CC (triethylamine). Procedure: 3 g of p-nitrophenylhydrazine and 2 g of glutaric anhydride in 20 ml THF ("tetrahydrofuran") were stirred for 15 min at room temperature. Analysis by infrared spectroscopy showed high conversion to amide-acid. To the reaction mixture was added 2 g of acetic anhydride, 1 ml of triethylamine which as then heated to near reflux. 50 mg of colbalt(II) acetate was added which induced an exothermic reaction. Analysis (IR) after a few minutes showed high conversion to imide. The mixture was evaporated u... Reactants: N1CC(CCC1)CN1CCC2=C(CC1=O)C=C(C(=C2)OC)OC (3-[(piperidin-3-yl)-methyl]-7,8-dimethoxy1,3,4,5-tetrahydro-2H-3-benzazepin-2-one), NC1=C(C=C(C=C1Cl)CCBr)Cl (2-(4-amino-3,5-dichloro-phenyl)-ethylbromide). Product: Cl.NC1=C(C=C(C=C1Cl)CCN1CC(CCC1)CN1CCC2=C(CC1=O)C=C(C(=C2)OC)OC)Cl (3-[(N-(2-(4-Amino-3,5-dichloro-phenyl)-ethyl)-piperidin-3-yl)-methyl]-7,8-dimethoxy-1,3,4, 5-tetrahydro-2H-3-benzazepin-2-one-hydrochloride). RXN SMILES: [NH:1]1[CH2:6][CH2:5][CH2:4][CH:3]([CH2:7][N:8]2[C:14](=[O:15])[CH2:13][C:12]3[CH:16]=[C:17]([O:22][CH3:23])[C:18]([O:20][CH3:21])=[CH:19][C:11]=3[CH2:10][CH2:9]2)[CH2:2]1.[NH2:24][C:25]1[C:30]([Cl:31])=[CH:29][C:28]([CH2:32][CH2:33]Br)=[CH:27][C:26]=1[Cl:35]>>[ClH:31].[NH2:24][C:25]1[C:26]([Cl:35])=[CH:27][C:28]([CH2:32][CH2:33][N:1]2[CH2:6][CH2:5][CH2:4][CH:3]([CH2:7][N:8]3[C:14](=[O:15])[CH2:13][C:12]4[CH:16]=[C:17]([O:22][CH3:23])[C:18]([O:20][CH3:21])=[CH:19][C:11]=4[CH2:10][CH2:9]3)[CH2:2]2)=[CH:29][C:30]=1[Cl:31] |f:2.3|. Procedure details: Prepared from 3-[(piperidin-3-yl)-methyl]-7,8-dimethoxy1,3,4,5-tetrahydro-2H-3-benzazepin-2-one and 2-(4-amino-3,5-dichloro-phenyl)-ethylbromide analogously to Example 1. Starting materials: OCC=1N=NC(=CC1C1=CC(=CC=C1)[N+](=O)[O-])C1=CC=CC=C1 (3-hydroxymethyl-4-(3-nitrophenyl)-6-phenylpyridazine), P(Br)(Br)Br (phosphorus tribromide), C([O-])([O-])=O.[K+].[K+] (potassium carbonate), ice water. The solvent is O1CCCC1 (tetrahydrofuran), O1CCCC1 (tetrahydrofuran), C1=CC=CC=C1 (benzene). Run at time 4 hour. The product is BrCC=1N=NC(=CC1C1=CC(=CC=C1)[N+](=O)[O-])C1=CC=CC=C1 (3-bromomethyl-4-(3-nitrophenyl)-6-phenylpyridazine). Reaction SMILES: O[CH2:2][C:3]1[N:4]=[N:5][C:6]([C:18]2[CH:23]=[CH:22][CH:21]=[CH:20][CH:19]=2)=[CH:7][C:8]=1[C:9]1[CH:14]=[CH:13][CH:12]=[C:11]([N+:15]([O-:17])=[O:16])[CH:10]=1.P(Br)(Br)[Br:25].C(=O)([O-])[O-].[K+].[K+]>O1CCCC1.C1C=CC=CC=1>[Br:25][CH2:2][C:3]1[N:4]=[N:5][C:6]([C:18]2[CH:23]=[CH:22][CH:21]=[CH:20][CH:19]=2)=[CH:7][C:8]=1[C:9]1[CH:14]=[CH:13][CH:12]=[C:11]([N+:15]([O-:17])=[O:16])[CH:10]=1 |f:2.3.4|. Reported procedure: A solution of 3-hydroxymethyl-4-(3-nitrophenyl)-6-phenylpyridazine (0.86 g) in tetrahydrofuran (5 ml) was dropwise added to a solution of phosphorus tribromide (0.18 ml) in a mixture of tetrahydrofuran (10 ml) and benzene (5 ml) under ice cooling. After stirring for 4 hours at the same temperature, the reaction mixture was poured into ice-water (50 ml) adjusted to pH 9 with saturated aqueous potassium carbonate and extracted with ethyl acetate (50 ml). The separated organic layer was washed with... Reactants: NC=1C=C(C(=O)N(C2=CC=CC=C2)CCN2CCC(CC2)C(C2=CC=C(C=C2)F)=O)C=CC1 (3-amino-N-{2-[4-(4-fluorobenzoyl)piperidino]ethyl}-N-(phenyl)benzamide), C(C)(=O)OC(C)=O (acetic anhydride). Product: C(C)(=O)NC=1C=C(C(=O)N(C2=CC=CC=C2)CCN2CCC(CC2)C(C2=CC=C(C=C2)F)=O)C=CC1 (3-Acetylamino-N-{2-[4-(4-fluorobenzoyl)piperidino]ethyl}-N-(phenyl)benzamide). The yield is 74.1%. RXN SMILES: [NH2:1][C:2]1[CH:3]=[C:4]([CH:31]=[CH:32][CH:33]=1)[C:5]([N:7]([CH2:14][CH2:15][N:16]1[CH2:21][CH2:20][CH:19]([C:22](=[O:30])[C:23]2[CH:28]=[CH:27][C:26]([F:29])=[CH:25][CH:24]=2)[CH2:18][CH2:17]1)[C:8]1[CH:13]=[CH:12][CH:11]=[CH:10][CH:9]=1)=[O:6].[C:34](OC(=O)C)(=[O:36])[CH3:35]>>[C:34]([NH:1][C:2]1[CH:3]=[C:4]([CH:31]=[CH:32][CH:33]=1)[C:5]([N:7]([CH2:14][CH2:15][N:16]1[CH2:21][CH2:20][CH:19]([C:22](=[O:30])[C:23]2[CH:24]=[CH:25][C:26]([F:29])=[CH:27][CH:28]=2)[CH2:18][CH2:17]1)[C:8]1[CH:9]=[CH:10][CH:11]=[CH:12][CH:13]=1)=[O:6])(=[O:36])[CH3:35]. Reported procedure: Using 3-amino-N-{2-[4-(4-fluorobenzoyl)piperidino]ethyl}-N-(phenyl)benzamide (126.4 mg, 0.28 mmol) and acetic anhydride (0.03 ml, 0.32 mmol), the procedure of Inventive Example 94 was repeated to obtain 101.1 mg (73.1%) of the title compound in a colorless powder form. Reactants: COC(=O)CBr, N#Cc1cccc(NC(=O)NCCCN2CCC(Cc3ccccc3)CC2)c1, CC(C)=O. Product: [Br-], COC(=O)C[N+]1(CCCNC(=O)Nc2cccc(C#N)c2)CCC(Cc2ccccc2)CC1. As a reaction SMILES: [Br:29][CH2:30][C:31](=[O:32])[O:33][CH3:34].[CH2:1]([c:2]1[cH:3][cH:4][cH:5][cH:6][cH:7]1)[CH:8]1[CH2:9][CH2:10][N:11]([CH2:14][CH2:15][CH2:16][NH:17][C:18](=[O:19])[NH:20][c:21]2[cH:22][c:23]([C:27]#[N:28])[cH:24][cH:25][cH:26]2)[CH2:12][CH2:13]1.[CH3:35][C:36](=[O:37])[CH3:38]>>[Br-:29].[CH2:1]([c:2]1[cH:3][cH:4][cH:5][cH:6][cH:7]1)[CH:8]1[CH2:9][CH2:10][N+:11]([CH2:14][CH2:15][CH2:16][NH:17][C:18](=[O:19])[NH:20][c:21]2[cH:22][c:23]([C:27]#[N:28])[cH:24][cH:25][cH:26]2)([CH2:30][C:31](=[O:32])[O:33][CH3:34])[CH2:12][CH2:13]1.